This data is from the Open Reaction Database (ORD), a public repository of structured organic reaction records. The task is: describe an organic reaction: reactants, conditions, products, and yield Starting materials: CCO, C1=CCCCC1, [OH-], [OH-], [Pd+2], c1ccc(COc2ccc3sc(-c4ccccc4)nc3c2)cc1. Yields the product Oc1ccc2sc(-c3ccccc3)nc2c1. As a reaction SMILES: [CH2:30]([OH:31])[CH3:32].[CH:24]1=[CH:29][CH2:28][CH2:27][CH2:26][CH2:25]1.[OH-:33].[OH-:35].[Pd+2:34].[c:1]1(-[c:7]2[s:8][c:9]3[c:10]([n:11]2)[cH:12][c:13]([O:16][CH2:17][c:18]2[cH:19][cH:20][cH:21][cH:22][cH:23]2)[cH:14][cH:15]3)[cH:2][cH:3][cH:4][cH:5][cH:6]1>>[c:1]1(-[c:7]2[s:8][c:9]3[c:10]([n:11]2)[cH:12][c:13]([OH:16])[cH:14][cH:15]3)[cH:2][cH:3][cH:4][cH:5][cH:6]1. The reactants are CCOC=C(C(=O)OCC)C(=O)OCC (ethyl ethoxymethylene malonate), ClC1=CC=C(N)C=C1 (4-chloro-aniline), C1(=CC=CC=C1)OC1=CC=CC=C1 (phenyl oxide). Yields the product ClC=1C=C2C(=C(C=NC2=CC1)C(=O)OCC)O (ethyl 6-chloro-4-hydroxy-3-quinoline-carboxylate). As a reaction SMILES: CCO[CH:4]=[C:5]([C:11]([O:13]CC)=O)[C:6]([O:8][CH2:9][CH3:10])=[O:7].[Cl:16][C:17]1[CH:23]=[CH:22][C:20]([NH2:21])=[CH:19][CH:18]=1.C1(OC2C=CC=CC=2)C=CC=CC=1>>[Cl:16][C:17]1[CH:18]=[C:19]2[C:20](=[CH:22][CH:23]=1)[N:21]=[CH:4][C:5]([C:6]([O:8][CH2:9][CH3:10])=[O:7])=[C:11]2[OH:13]. Procedure details: Using the procedure of Example 2, ethyl ethoxymethylene malonate and 4-chloro-aniline were reacted and treated with phenyl oxide to obtain ethyl 6-chloro-4-hydroxy-3-quinoline-carboxylate melting at >260° C. Product: CON(C)C(=O)c1ccnc(Br)c1. As a reaction SMILES: [Br:1][c:2]1[cH:3][c:4]([C:5](=[O:6])[OH:7])[cH:8][cH:9][n:10]1.[CH3:12][NH:13][O:14][CH3:15].[CH3:16][N:17]([CH3:18])[CH2:19][CH2:20][CH2:21][N:22]=[C:23]=[N:24][CH2:25][CH3:26].[ClH:11].[O:33]1[CH2:34][CH2:35][CH2:36][CH2:37]1.[cH:27]1[cH:28][cH:29][n:30][cH:31][cH:32]1>>[Br:1][c:2]1[cH:3][c:4]([C:5](=[O:6])[N:13]([CH3:12])[O:14][CH3:15])[cH:8][cH:9][n:10]1. Starting materials: O=C(O)c1ccnc(Br)c1, CNOC, CCN=C=NCCCN(C)C, Cl, C1CCOC1, c1ccncc1. Product: COC(=O)c1nn(C)nc1CO. Starting materials: [BH4-], CO, COC(=O)c1nn(C)nc1C=O, [Na+]. RXN SMILES: [BH4-:13].[CH3:15][OH:16].[CH3:1][O:2][C:3](=[O:4])[c:5]1[n:6][n:7]([CH3:12])[n:8][c:9]1[CH:10]=[O:11].[Na+:14]>>[CH3:1][O:2][C:3](=[O:4])[c:5]1[n:6][n:7]([CH3:12])[n:8][c:9]1[CH2:10][OH:11]. Starting materials: BrCC1=C(C(N=C(N1)C=1SC=CN1)C1=C(C=C(C=C1)Cl)Cl)C(=O)OCC (Ethyl 6-(bromomethyl)-4-(2,4-dichlorophenyl)-2-(thiazol-2-yl)-1,4-dihydropyrimidine-5-carboxylate), Cl.N1CC(OCC1)C(=O)O (morpholine-2-carboxylic acid hydrochloride). Product: ClC1=C(C=CC(=C1)Cl)C1C(=C(NC(=N1)C=1SC=CN1)CN1CC(OCC1)C(=O)O)C(=O)OCC (4-((6-(2,4-dichlorophenyl)-5-(ethoxycarbonyl)-2-(thiazol-2-yl)-3,6-dihydropyrimidin-4-yl)methyl)morpholine-2-carboxylic acid). Yield: 31.1%. Reaction SMILES: Br[CH2:2][C:3]1[NH:8][C:7]([C:9]2[S:10][CH:11]=[CH:12][N:13]=2)=[N:6][CH:5]([C:14]2[CH:19]=[CH:18][C:17]([Cl:20])=[CH:16][C:15]=2[Cl:21])[C:4]=1[C:22]([O:24][CH2:25][CH3:26])=[O:23].Cl.[NH:28]1[CH2:33][CH2:32][O:31][CH:30]([C:34]([OH:36])=[O:35])[CH2:29]1>>[Cl:21][C:15]1[CH:16]=[C:17]([Cl:20])[CH:18]=[CH:19][C:14]=1[CH:5]1[N:6]=[C:7]([C:9]2[S:10][CH:11]=[CH:12][N:13]=2)[NH:8][C:3]([CH2:2][N:28]2[CH2:33][CH2:32][O:31][CH:30]([C:34]([OH:36])=[O:35])[CH2:29]2)=[C:4]1[C:22]([O:24][CH2:25][CH3:26])=[O:23] |f:1.2|. Procedure details: Ethyl 6-(bromomethyl)-4-(2,4-dichlorophenyl)-2-(thiazol-2-yl)-1,4-dihydropyrimidine-5-carboxylate (1.43 g, 3 mmol) was reacted with morpholine-2-carboxylic acid hydrochloride (0.5 g, 3 mmol) according to the procedure as described in Example 3 to give the title compound as a yellow solid (0.49 g, 31%). The compound was characterized by the following spectroscopic data: Reactants: OC1=C(C=C(C=C1)C1=CC(=NC=C1)C)NC([C@H](CC1=CC=CC=C1)NCC=1N=CSC1)=O ((2S)—N-(2-hydroxy-5-(2-methylpyridin-4-yl)phenyl)-3-phenyl-2-(thiazol-4-ylmethylamino)propanamide), BrCC(=O)OC (methyl 2-bromoacetate), C(=O)([O-])[O-].[Cs+].[Cs+] (Cs2CO3). Solvent: CN(C)C=O (DMF). Reaction conditions: time 1 hour. The product is CC1=NC=CC(=C1)C1=CC(=C(OCC(=O)OC)C=C1)NC([C@H](CC1=CC=CC=C1)NCC=1N=CSC1)=O (Methyl 2-(4-(2-methylpyridin-4-yl)-2-((S)-3-phenyl-2-(thiazol-4-ylmethylamino)propanamido)phenoxy)acetate). The yield is 65.7%. As a reaction SMILES: [OH:1][C:2]1[CH:7]=[CH:6][C:5]([C:8]2[CH:13]=[CH:12][N:11]=[C:10]([CH3:14])[CH:9]=2)=[CH:4][C:3]=1[NH:15][C:16](=[O:32])[C@@H:17]([NH:25][CH2:26][C:27]1[N:28]=[CH:29][S:30][CH:31]=1)[CH2:18][C:19]1[CH:24]=[CH:23][CH:22]=[CH:21][CH:20]=1.Br[CH2:34][C:35]([O:37][CH3:38])=[O:36].C([O-])([O-])=O.[Cs+].[Cs+]>CN(C=O)C>[CH3:14][C:10]1[CH:9]=[C:8]([C:5]2[CH:6]=[CH:7][C:2]([O:1][CH2:34][C:35]([O:37][CH3:38])=[O:36])=[C:3]([NH:15][C:16](=[O:32])[C@@H:17]([NH:25][CH2:26][C:27]3[N:28]=[CH:29][S:30][CH:31]=3)[CH2:18][C:19]3[CH:24]=[CH:23][CH:22]=[CH:21][CH:20]=3)[CH:4]=2)[CH:13]=[CH:12][N:11]=1 |f:2.3.4|. Reported procedure: Phenol 64.D (248 mg, 0.56 mmol), methyl 2-bromoacetate (85 mg, 0.56 mmol), and Cs2CO3 (182 mg, 0.56 mmol) were mixed in DMF (1 ml) and stirred at room temperature for 1 h. The reaction mixture was partitioned with EtOAc/H2O and the aqueous layer was exctracted with EtOAc (3×). The organic layers were combined, dried with sodium sulfate, filtered, and concentrated. The crude product was first purified on a silica gel column (12 g, 0-10% MeOH:DCM) and then by prepHPLC(C18, ACN:H2O:0.1% TFA, gradie... Reactants: CC(=O)O[BH-](OC(C)=O)OC(C)=O, C=O, CSCCC1CN(Cc2ccccc2)CCN1, ClCCl, [Na+], [Na+], [OH-]. The product is CSCCC1CN(Cc2ccccc2)CCN1C. RXN SMILES: [C:20]([O:21][BH-:22]([O:23][C:24](=[O:25])[CH3:26])[O:27][C:28](=[O:29])[CH3:30])(=[O:31])[CH3:32].[CH2:18]=[O:19].[CH2:1]([c:2]1[cH:3][cH:4][cH:5][cH:6][cH:7]1)[N:8]1[CH2:9][CH:10]([CH2:14][CH2:15][S:16][CH3:17])[NH:11][CH2:12][CH2:13]1.[CH2:36]([Cl:37])[Cl:38].[Na+:33].[Na+:35].[OH-:34]>>[CH2:1]([c:2]1[cH:3][cH:4][cH:5][cH:6][cH:7]1)[N:8]1[CH2:9][CH:10]([CH2:14][CH2:15][S:16][CH3:17])[N:11]([CH3:20])[CH2:12][CH2:13]1. Starting materials: CC(=O)Cl, Cc1ccccc1, Cl, CC(O)c1ccc(C(=O)OCc2ccccc2)cc1, c1ccncc1. Product: CC(=O)OC(C)c1ccc(C(=O)OCc2ccccc2)cc1. Reaction SMILES: [CH3:20][C:21]([Cl:22])=[O:23].[CH3:25][c:26]1[cH:27][cH:28][cH:29][cH:30][cH:31]1.[ClH:24].[OH:1][CH:2]([CH3:3])[c:4]1[cH:5][cH:6][c:7]([C:8](=[O:9])[O:10][CH2:11][c:12]2[cH:13][cH:14][cH:15][cH:16][cH:17]2)[cH:18][cH:19]1.[cH:32]1[cH:33][cH:34][n:35][cH:36][cH:37]1>>[O:1]([CH:2]([CH3:3])[c:4]1[cH:5][cH:6][c:7]([C:8](=[O:9])[O:10][CH2:11][c:12]2[cH:13][cH:14][cH:15][cH:16][cH:17]2)[cH:18][cH:19]1)[C:21]([CH3:20])=[O:23]. The reactants are crude material, [H-].[Na+] (Sodium hydride), FC=1C=CC(=NC1)NS(=O)(=O)C1=CC=C(C=C1)C (N-(5-Fluoro-pyridin-2-yl)-4-methyl-benzenesulfonamide), ICC(=O)N (iodoacetamide). Run in C(C)(=O)OCC (ethyl acetate), O (water), CN(C=O)C (N,N-Dimethylformamide). Conditions: time 20 minute. The product is FC=1C=CC(N(C1)CC(=O)N)=NS(=O)(=O)C1=CC=C(C)C=C1 (2-(5-fluoro-2-(tosylimino)pyridin-1(2H)-yl)acetamide). RXN SMILES: [H-].[Na+].[F:3][C:4]1[CH:5]=[CH:6][C:7]([NH:10][S:11]([C:14]2[CH:19]=[CH:18][C:17]([CH3:20])=[CH:16][CH:15]=2)(=[O:13])=[O:12])=[N:8][CH:9]=1.I[CH2:22][C:23]([NH2:25])=[O:24]>CN(C)C=O.C(OCC)(=O)C.O>[F:3][C:4]1[CH:5]=[CH:6][C:7](=[N:10][S:11]([C:14]2[CH:19]=[CH:18][C:17]([CH3:20])=[CH:16][CH:15]=2)(=[O:13])=[O:12])[N:8]([CH2:22][C:23]([NH2:25])=[O:24])[CH:9]=1 |f:0.1|. Procedure: Sodium hydride (5.0 g, 0.21 mol) in N,N-Dimethylformamide (370 mL) was treated portion wise with N-(5-Fluoro-pyridin-2-yl)-4-methyl-benzenesulfonamide (compound a, 50 g, 0.2 mol). After stirring for 20 minutes, iodoacetamide (30 g, 0.2 mol) was added in one portion. The reaction stirred overnight at room temperature. The solvent was removed to give a brown solid. The crude material was diluted with 500 ml of ethyl acetate and 100 mL of water and stirred for 2 hours. The solid was collected by fi...